Dataset: the Open Reaction Database (ORD), a public repository of structured organic reaction records. Task: describe an organic reaction: reactants, conditions, products, and yield Reactants: solution, CN (methylamine), C(C)(=O)O (acetic acid), BrC1=C2CCCC(C2=CC=C1)=O (5-bromotetralone), C(#N)[BH3-].[Na+] (sodium cyanoborohydride). Solvent: C(C)O (ethanol), C(C)O (ethanol). Run at time 36 hour. The product is BrC1=C2CCCC(C2=CC=C1)N(C)C (5-bromo-N,N-dimethyl-1,2,3,4-tetrahydro-1-naphthalenylamine). Reaction SMILES: [Br:1][C:2]1[CH:11]=[CH:10][CH:9]=[C:8]2[C:3]=1[CH2:4][CH2:5][CH2:6][C:7]2=O.[CH3:13]N.C(O)(=O)C.[C:19]([BH3-])#[N:20].[Na+]>C(O)C>[Br:1][C:2]1[CH:11]=[CH:10][CH:9]=[C:8]2[C:3]=1[CH2:4][CH2:5][CH2:6][CH:7]2[N:20]([CH3:19])[CH3:13] |f:3.4|. Procedure: 8.5 of 5-bromotetralone are dissolved in 100 ml of ethanol, and 25 ml of a 33% solution of methylamine in ethanol are added. The mixture is cooled to 5° and the pH is adjusted to 6-7 with acetic acid. Then 2.5 g of sodium cyanoborohydride are added in portions. The reaction mixture is then stirred at room temperature during 36 hours. The solvent is evaporated and the residue is added to 1N NaOH. The aqueous phase is extracted 3× with ether and the combined organic extracts are dried on Na2SO4 an... Reactants: C(CC)C=1SC=CC1 (2-n-Propylthiophene), BrC=1C=CC(=C(C=O)C1)OC (5-bromo-2-methoxybenzaldehyde). Yields the product BrC=1C=CC(=C(C1)CC=1SC(=CC1)CCC)OC (5-Bromo-2-methoxy-1-(5-n-propyl-2-thienylmethyl)benzene). As a reaction SMILES: [CH2:1]([C:4]1[S:5][CH:6]=[CH:7][CH:8]=1)[CH2:2][CH3:3].[Br:9][C:10]1[CH:11]=[CH:12][C:13]([O:18][CH3:19])=[C:14]([CH:17]=1)[CH:15]=O>>[Br:9][C:10]1[CH:11]=[CH:12][C:13]([O:18][CH3:19])=[C:14]([CH2:15][C:6]2[S:5][C:4]([CH2:1][CH2:2][CH3:3])=[CH:8][CH:7]=2)[CH:17]=1. Procedure: 2-n-Propylthiophene and 5-bromo-2-methoxybenzaldehyde were used and treated in a manner similar to Reference Example 7 to give the target compound. APCI-Mass m/Z 325/327 (M+H). Reactants: [H-].[Na+] (sodium hydride), C(C=C(C)C)Br (prenyl bromide), C(C=C)OC=1C=C2C=CC(NC2=CC1)=O (6-allyloxy-2(1H)-quinolinone). The solvent is CN(C=O)C (dimethylformamide). Yields the product C(C=C)OC=1C=C2C=CC(=NC2=CC1)OCC=C(C)C (6-allyloxy-2-prenyloxy-quinoline). The yield is 34.9%. RXN SMILES: [CH2:1]([O:4][C:5]1[CH:6]=[C:7]2[C:12](=[CH:13][CH:14]=1)[NH:11][C:10](=[O:15])[CH:9]=[CH:8]2)[CH:2]=[CH2:3].[H-].[Na+].[CH2:18](Br)[CH:19]=[C:20]([CH3:22])[CH3:21]>CN(C)C=O>[CH2:1]([O:4][C:5]1[CH:6]=[C:7]2[C:12](=[CH:13][CH:14]=1)[N:11]=[C:10]([O:15][CH2:18][CH:19]=[C:20]([CH3:22])[CH3:21])[CH:9]=[CH:8]2)[CH:2]=[CH2:3] |f:1.2|. Procedure details: 10.2 Grams of 6-allyloxy-2(1H)-quinolinone was dissolved in 100 ml of dimethylformamide, then 2.2 g of 60% oily sodium hydride and 9.1 g of prenyl bromide were added thereto by the procedures similar to those employed in Reference example 7 and reacted. Then, thus obtained reaction mixture was treated and oily mixture was obtained. This mixture was subjected to separation and refining by means of a silica gel flush column chromatography in which a mixture of ethyl acetate:n-hexane (1:10 to 1:2) ... The product is C(C)(=O)C1=CN=C(O1)CN1N=C(C=C1)NC(=O)C=1N=COC1C1=CC=CC=C1 (5-Phenyl-oxazole-4-carboxylic acid [1-(5-acetyl-oxazol-2-ylmethyl)-1H-pyrazol-3-yl]-amide). RXN SMILES: [CH3:1][C:2]1([C:7]2[O:11][C:10]([CH2:12][N:13]3[CH:17]=[CH:16][C:15]([NH2:18])=[N:14]3)=[N:9][CH:8]=2)[O:6]CCO1.[C:19]1([C:25]2[O:29][CH:28]=[N:27][C:26]=2[C:30](O)=[O:31])[CH:24]=[CH:23][CH:22]=[CH:21][CH:20]=1>>[C:2]([C:7]1[O:11][C:10]([CH2:12][N:13]2[CH:17]=[CH:16][C:15]([NH:18][C:30]([C:26]3[N:27]=[CH:28][O:29][C:25]=3[C:19]3[CH:20]=[CH:21][CH:22]=[CH:23][CH:24]=3)=[O:31])=[N:14]2)=[N:9][CH:8]=1)(=[O:6])[CH3:1]. Procedure: Following general procedure B followed by C, starting from 1-[5-(2-methyl-[1,3]dioxolan-2-yl)-oxazol-2-ylmethyl]-1H-pyrazol-3-ylamine and 5-phenyl-oxazole-4-carboxylic acid. LC-MS-conditions 02: tR=0.92 min; [M+H]+=378.55. Starting materials: CC1(OCCO1)C1=CN=C(O1)CN1N=C(C=C1)N (1-[5-(2-methyl-[1,3]dioxolan-2-yl)-oxazol-2-ylmethyl]-1H-pyrazol-3-ylamine), C1(=CC=CC=C1)C1=C(N=CO1)C(=O)O (5-phenyl-oxazole-4-carboxylic acid). Reactants: Cc1ccc(Br)cc1, [Li]CCCC, CCCCCC, Cc1ccc2nccc(Cl)c2c1, I, [Na+], [OH-], O. Product: Clc1ccnc2ccccc12. RXN SMILES: [Br:1][c:2]1[cH:3][cH:4][c:5]([CH3:6])[cH:7][cH:8]1.[CH2:9]([Li:10])[CH2:11][CH2:12][CH3:13].[CH3:29][CH2:30][CH2:31][CH2:32][CH2:33][CH3:34].[Cl:14][c:15]1[cH:16][cH:17][n:18][c:19]2[cH:20][cH:21][c:22]([CH3:25])[cH:23][c:24]12.[I:26].[Na+:28].[OH-:27].[OH2:35]>>[Cl:14][c:15]1[cH:16][cH:17][n:18][c:19]2[cH:20][cH:21][cH:22][cH:23][c:24]12. Reactants: NC=1SC2=C(N1)CCC(C2)N (2,6-diamino- 4,5,6,7-tetrahydro-benzthiazole), C(CCC)=O (n- butanal), Cl (hydrochloric acid), [BH4-].[Na+] (sodium borohydride). Run in CN(C=O)C (dimethylformamide), O (water). Run at temperature 50 celsius. Product: Cl.Cl.NC=1SC2=C(N1)CCC(C2)NCCCC (2-Amino-6-n-butylamino-4,5,6,7-tetrahydro-benzthiazole-dihydrochloride). As a reaction SMILES: [NH2:1][C:2]1[S:3][C:4]2[CH2:10][CH:9]([NH2:11])[CH2:8][CH2:7][C:5]=2[N:6]=1.[CH:12](=O)[CH2:13][CH2:14][CH3:15].[BH4-].[Na+].[ClH:19]>CN(C)C=O.O>[ClH:19].[ClH:19].[NH2:1][C:2]1[S:3][C:4]2[CH2:10][CH:9]([NH:11][CH2:12][CH2:13][CH2:14][CH3:15])[CH2:8][CH2:7][C:5]=2[N:6]=1 |f:2.3,7.8.9|. Reported procedure: To a solution of 3.4 g (0.02 Mol) of 2,6-diamino- 4,5,6,7-tetrahydro-benzthiazole in 34 ml of dimethylformamide are added 1.8 g (0.022 Mol) of n- butanal and the mixture is heated to 50° C. for 1 hour. After cooling, the reaction solution is mixed with 0.8 g (0.02 Mol) of sodium borohydride and heated to 50° C. for 30 minutes. The solvent is largely eliminated in vacuo. Whilst cooling with ice, the residue is mixed with 20 ml of water and 2N hydrochloric acid until a pH of 1 is obtained. The aqu... Starting materials: C(=C)(C)C1=CC=C(C=C1)O (p-isopropenylphenol), C(C)(=O)OC(C)=O (acetic anhydride). Reagents/catalysts: S(O)(O)(=O)=O (sulfuric acid). Run in O (water). Product: C(C)(=O)OC1=CC=C(C=C1)C(=C)C (p-isopropenylphenol acetate). Isolated yield 85.0%. Reaction SMILES: [C:1]([C:4]1[CH:9]=[CH:8][C:7]([OH:10])=[CH:6][CH:5]=1)([CH3:3])=[CH2:2].[C:11](OC(=O)C)(=[O:13])[CH3:12]>S(=O)(=O)(O)O.O>[C:11]([O:10][C:7]1[CH:8]=[CH:9][C:4]([C:1]([CH3:3])=[CH2:2])=[CH:5][CH:6]=1)(=[O:13])[CH3:12]. Reported procedure: A mixture of 12 g. (0.09 mole) of p-isopropenylphenol (prepared as described in Preparation 1) and 12 g. (0.118 mole) of acetic anhydride was stirred at ambient temperature (circa 20° C.) while two drops of concentrated sulfuric acid were added. Stirring was continued until the exothermic reaction subsided and the reaction product was then poured into an excess of water. The organic material was extracted with a mixture of ether and n-hexane and the extract was dried over anhydrous sodium sulfat...